From a dataset of the Open Reaction Database (ORD), a public repository of structured organic reaction records. describe an organic reaction: reactants, conditions, products, and yield The reactants are C(C)(=O)NC1=C(C(=NC(=C1)[Sn](C)(C)C)C(=O)OC)Cl (methyl 4-acetamido-3-chloro-6-(trimethylstannyl)picolinate), FC1=C(N)C=C(C(=C1F)I)F (2,3,5-trifluoro-4-iodoaniline), [F-].[K+] (KF). Reagents/catalysts: Cl[Pd]([P](C1=CC=CC=C1)(C2=CC=CC=C2)C3=CC=CC=C3)([P](C4=CC=CC=C4)(C5=CC=CC=C5)C6=CC=CC=C6)Cl (bis(triphenylphosphine)palladium(II) chloride), [Cu]I (CuI). The solvent is CN(C)C=O (DMF). Conditions: temperature 20 celsius. The product is C(C)(=O)NC1=C(C(=NC(=C1)C1=C(C(=C(C=C1F)N)F)F)C(=O)OC)Cl (methyl 4-acetamido-6-(4-amino-2,3,6-trifluorophenyl)-3-chloropicolinate). Yield: 53.2%. RXN SMILES: [C:1]([NH:4][C:5]1[CH:10]=[C:9]([Sn](C)(C)C)[N:8]=[C:7]([C:15]([O:17][CH3:18])=[O:16])[C:6]=1[Cl:19])(=[O:3])[CH3:2].[F:20][C:21]1[C:27]([F:28])=[C:26](I)[C:25]([F:30])=[CH:24][C:22]=1[NH2:23].[F-].[K+]>CN(C=O)C.Cl[Pd](Cl)([P](C1C=CC=CC=1)(C1C=CC=CC=1)C1C=CC=CC=1)[P](C1C=CC=CC=1)(C1C=CC=CC=1)C1C=CC=CC=1.[Cu]I>[C:1]([NH:4][C:5]1[CH:10]=[C:9]([C:26]2[C:25]([F:30])=[CH:24][C:22]([NH2:23])=[C:21]([F:20])[C:27]=2[F:28])[N:8]=[C:7]([C:15]([O:17][CH3:18])=[O:16])[C:6]=1[Cl:19])(=[O:3])[CH3:2] |f:2.3,^1:40,59|. Procedure: A suspension of methyl 4-acetamido-3-chloro-6-(trimethylstannyl)picolinate (Head K) (0.502 g, 1.409 mmol, 1.0 eq), 2,3,5-trifluoro-4-iodoaniline (0.5 g, 1.831 mmol, 1.3 eq), bis(triphenylphosphine)palladium(II) chloride (0.098 g, 0.1401 mmol, 0.1 eq) and CuI (26 mg, 0.1401 mmol, 0.1 eq) in dry DMF (3 mL) was irradiated with microwave at 120° C. for 1 h. Reaction mixture was cooled to 20° C. and stirred with aqueous KF solution (20 mL) for 15 m and extracted with ethyl acetate (3×100 mL). The com... Starting materials: CC(=O)Nc1cc2c3c(cccc3c1Cl)C(=O)N(OC(C)(C)C)C2=O, C1CCNC1, O. Product: CC(=O)Nc1cc2c3c(cccc3c1N1CCCC1)C(=O)N(OC(C)(C)C)C2=O. RXN SMILES: [C:6]([CH3:7])(=[O:8])[NH:9][c:10]1[c:11]([Cl:30])[c:12]2[c:13]3[c:14]([cH:29]1)[C:15](=[O:28])[N:16]([O:23][C:24]([CH3:25])([CH3:26])[CH3:27])[C:17](=[O:22])[c:18]3[cH:19][cH:20][cH:21]2.[CH2:1]1[CH2:2][CH2:3][NH:4][CH2:5]1.[OH2:31]>>[CH2:1]1[CH2:2][CH2:3][N:4]([c:11]2[c:10]([NH:9][C:6]([CH3:7])=[O:8])[cH:29][c:14]3[c:13]4[c:12]2[cH:21][cH:20][cH:19][c:18]4[C:17](=[O:22])[N:16]([O:23][C:24]([CH3:25])([CH3:26])[CH3:27])[C:15]3=[O:28])[CH2:5]1.